This data is from the Open Reaction Database (ORD), a public repository of structured organic reaction records. The task is: describe an organic reaction: reactants, conditions, products, and yield Starting materials: COc1ccc(N2CCN(CCN)CC2)cc1, O=Cc1cc(-c2ccco2)n(-c2ccccc2)n1. Yields the product COc1ccc(N2CCN(CCNCc3cc(-c4ccco4)n(-c4ccccc4)n3)CC2)cc1. RXN SMILES: [CH3:1][O:2][c:3]1[cH:4][cH:5][c:6]([N:9]2[CH2:10][CH2:11][N:12]([CH2:15][CH2:16][NH2:17])[CH2:13][CH2:14]2)[cH:7][cH:8]1.[c:18]1(-[n:24]2[n:25][c:26]([CH:34]=[O:35])[cH:27][c:28]2-[c:29]2[o:30][cH:31][cH:32][cH:33]2)[cH:19][cH:20][cH:21][cH:22][cH:23]1>>[CH3:1][O:2][c:3]1[cH:4][cH:5][c:6]([N:9]2[CH2:10][CH2:11][N:12]([CH2:15][CH2:16][NH:17][CH2:34][c:26]3[n:25][n:24](-[c:18]4[cH:19][cH:20][cH:21][cH:22][cH:23]4)[c:28](-[c:29]4[o:30][cH:31][cH:32][cH:33]4)[cH:27]3)[CH2:13][CH2:14]2)[cH:7][cH:8]1. The reactants are Brc1cnc2c(c1)CC1(CN3CCC1CC3)O2, O=C([O-])[O-], COCCOC, CCO, O=Cc1ccc(B(O)O)o1, [Na+], [Na+], O, Cl[Pd]Cl, c1ccc(P(c2ccccc2)c2ccccc2)cc1, c1ccc(P(c2ccccc2)c2ccccc2)cc1. The product is O=Cc1ccc(-c2cnc3c(c2)CC2(CN4CCC2CC4)O3)o1. Reaction SMILES: [Br:1][c:2]1[cH:3][c:4]2[c:5]([n:6][cH:7]1)[O:8][C:9]1([CH:10]3[CH2:11][CH2:12][N:13]([CH2:14]1)[CH2:15][CH2:16]3)[CH2:17]2.[C:29](=[O:30])([O-:31])[O-:32].[CH3:35][O:36][CH2:37][CH2:38][O:39][CH3:40].[CH3:82][CH2:83][OH:84].[CH:19](=[O:20])[c:21]1[cH:22][cH:23][c:24]([B:26]([OH:27])[OH:28])[o:25]1.[Na+:33].[Na+:34].[OH2:18].[Pd:41]([Cl:42])[Cl:43].[c:44]1([P:45]([c:46]2[cH:47][cH:48][cH:49][cH:50][cH:51]2)[c:52]2[cH:53][cH:54][cH:55][cH:56][cH:57]2)[cH:58][cH:59][cH:60][cH:61][cH:62]1.[c:63]1([P:64]([c:65]2[cH:66][cH:67][cH:68][cH:69][cH:70]2)[c:71]2[cH:72][cH:73][cH:74][cH:75][cH:76]2)[cH:77][cH:78][cH:79][cH:80][cH:81]1>>[c:2]1(-[c:24]2[cH:23][cH:22][c:21]([CH:19]=[O:20])[o:25]2)[cH:3][c:4]2[c:5]([n:6][cH:7]1)[O:8][C:9]1([CH:10]3[CH2:11][CH2:12][N:13]([CH2:14]1)[CH2:15][CH2:16]3)[CH2:17]2. Starting materials: CCCC[Sn](CCCC)(CCCC)c1ccc(C(O[SiH](C)C)C(C)(C)C)cn1, C1CCOC1, [Cu]I, N#Cc1ccccc1I. Yields the product C[SiH](C)OC(c1ccc(-c2ccccc2C#N)nc1)C(C)(C)C. RXN SMILES: [C:1]([CH3:2])([CH3:3])([CH3:4])[CH:5]([c:6]1[cH:7][cH:8][c:9]([Sn:12]([CH2:13][CH2:14][CH2:15][CH3:16])([CH2:17][CH2:18][CH2:19][CH3:20])[CH2:21][CH2:22][CH2:23][CH3:24])[n:10][cH:11]1)[O:25][SiH:26]([CH3:27])[CH3:28].[CH2:38]1[O:39][CH2:40][CH2:41][CH2:42]1.[Cu:43][I:44].[I:29][c:30]1[c:31]([C:32]#[N:33])[cH:34][cH:35][cH:36][cH:37]1>>[C:1]([CH3:2])([CH3:3])([CH3:4])[CH:5]([c:6]1[cH:7][cH:8][c:9](-[c:30]2[c:31]([C:32]#[N:33])[cH:34][cH:35][cH:36][cH:37]2)[n:10][cH:11]1)[O:25][SiH:26]([CH3:27])[CH3:28]. The reactants are FC(F)(F)c1cc(Cl)ccc1Br, O=C([O-])[O-], Cc1ccccc1, [Cs+], [Cs+], OC1CCNC1, CC(=O)[O-], CC(=O)[O-], O, [Pd+2], c1ccc(P(c2ccccc2)c2ccc3ccccc3c2-c2c(P(c3ccccc3)c3ccccc3)ccc3ccccc23)cc1. The product is OC1CCN(c2ccc(Cl)cc2C(F)(F)F)C1. As a reaction SMILES: [Br:1][c:2]1[c:3]([C:9]([F:10])([F:11])[F:12])[cH:4][c:5]([Cl:8])[cH:6][cH:7]1.[C:65](=[O:66])([O-:67])[O-:68].[CH3:71][c:72]1[cH:73][cH:74][cH:75][cH:76][cH:77]1.[Cs+:69].[Cs+:70].[NH:13]1[CH2:14][CH:15]([OH:18])[CH2:16][CH2:17]1.[O-:79][C:80]([CH3:81])=[O:82].[O-:83][C:84]([CH3:85])=[O:86].[OH2:87].[Pd+2:78].[c:19]1([P:20]([c:21]2[cH:22][cH:23][cH:24][cH:25][cH:26]2)[c:27]2[cH:28][cH:29][c:30]3[c:31]([cH:32][cH:33][cH:34][cH:35]3)[c:36]2-[c:37]2[c:38]3[c:39]([cH:40][cH:41][cH:42][cH:43]3)[cH:44][cH:45][c:46]2[P:47]([c:48]2[cH:49][cH:50][cH:51][cH:52][cH:53]2)[c:54]2[cH:55][cH:56][cH:57][cH:58][cH:59]2)[cH:60][cH:61][cH:62][cH:63][cH:64]1>>[c:2]1([N:13]2[CH2:14][CH:15]([OH:18])[CH2:16][CH2:17]2)[c:3]([C:9]([F:10])([F:11])[F:12])[cH:4][c:5]([Cl:8])[cH:6][cH:7]1. The reactants are F[B-](F)(F)F, C1CCOC1, CNC(C)CN1CC(O)C1, CCN(C(C)C)C(C)C, ClCCl, O=C(O)c1ccc(Br)cc1, CN(C)C(On1nnc2ccccc21)=[N+](C)C. Yields the product CC(CN1CC(O)C1)N(C)C(=O)c1ccc(Br)cc1. As a reaction SMILES: [B-:20]([F:21])([F:22])([F:23])[F:24].[CH2:55]1[O:56][CH2:57][CH2:58][CH2:59]1.[CH3:42][NH:43][CH:44]([CH2:45][N:46]1[CH2:47][CH:48]([OH:50])[CH2:49]1)[CH3:51].[CH:1]([N:2]([CH2:3][CH3:4])[CH:5]([CH3:6])[CH3:7])([CH3:8])[CH3:9].[Cl:52][CH2:53][Cl:54].[OH:10][C:11](=[O:12])[c:13]1[cH:14][cH:15][c:16]([Br:17])[cH:18][cH:19]1.[n:25]1([O:26][C:27]([N:28]([CH3:29])[CH3:30])=[N+:31]([CH3:32])[CH3:33])[c:34]2[cH:35][cH:36][cH:37][cH:38][c:39]2[n:40][n:41]1>>[C:11](=[O:12])([c:13]1[cH:14][cH:15][c:16]([Br:17])[cH:18][cH:19]1)[N:43]([CH3:42])[CH:44]([CH2:45][N:46]1[CH2:47][CH:48]([OH:50])[CH2:49]1)[CH3:51]. The reactants are OCCOCCOCCS(=O)(=O)CCC(C)(C)NC(OCC1=CC=CC=C1)=O (benzyl 4-(2-(2-(2-hydroxyethoxy)ethoxy)ethylsulfonyl)-2-methylbutan-2-ylcarbamate). Reagents/catalysts: [Pd] (palladium on carbon). Solvent: CO (methanol). Reaction conditions: time 1 hour. The product is NC(CCS(=O)(=O)CCOCCOCCO)(C)C (2-(2-(2-(3-Amino-3-methylbutylsulfonyl)ethoxy)ethoxy)ethanol). RXN SMILES: [OH:1][CH2:2][CH2:3][O:4][CH2:5][CH2:6][O:7][CH2:8][CH2:9][S:10]([CH2:13][CH2:14][C:15]([NH:18]C(=O)OCC1C=CC=CC=1)([CH3:17])[CH3:16])(=[O:12])=[O:11]>CO.[Pd]>[NH2:18][C:15]([CH3:17])([CH3:16])[CH2:14][CH2:13][S:10]([CH2:9][CH2:8][O:7][CH2:6][CH2:5][O:4][CH2:3][CH2:2][OH:1])(=[O:12])=[O:11]. Procedure: To a solution of benzyl 4-(2-(2-(2-hydroxyethoxy)ethoxy)ethylsulfonyl)-2-methylbutan-2-ylcarbamate (223 mg, 0.534 mmol) in methanol (5 ml) was added palladium on carbon (10%, 35 mg). The suspension was put under a N2 atmosphere and H2 (1.3 atmospheres) introduced. The suspension was stirred for 1 hour, filtered (0.45 um, PTFE), and concentrated in vacuo. The residue was used without any further purification. LRMS (ESI/APCI) m/z 284 [M+H]+. Starting materials: C(O)([O-])=O.[Na+] (sodium hydrogencarbonate), O1CCCC=C1 (3,4-dihydro-2H-pyran), O.C1(=CC=C(C=C1)S(=O)(=O)[O-])C.[NH+]1=CC=CC=C1 (pyridinium p-toluenesulfonate monohydrate), C(C)N(C1=CC=C(C=C1)Br)CCCCCCO (N-ethyl-N-(6-hydroxyhexyl)-4-bromoaniline). Run in C(Cl)(Cl)Cl (chloroform). Product: C(C)N(C1=CC=C(C=C1)Br)CCCCCCOC1OCCCC1 (N-ethyl-N-[6-(tetrahydropyran-2-yl)oxyhexyl]-4-bromoaniline). The yield is 90.0%. Reaction SMILES: [CH2:1]([N:3]([CH2:11][CH2:12][CH2:13][CH2:14][CH2:15][CH2:16][OH:17])[C:4]1[CH:9]=[CH:8][C:7]([Br:10])=[CH:6][CH:5]=1)[CH3:2].[O:18]1[CH:23]=[CH:22][CH2:21][CH2:20][CH2:19]1.O.C1(C)C=CC(S([O-])(=O)=O)=CC=1.[NH+]1C=CC=CC=1.C(=O)([O-])O.[Na+]>C(Cl)(Cl)Cl>[CH2:1]([N:3]([CH2:11][CH2:12][CH2:13][CH2:14][CH2:15][CH2:16][O:17][CH:19]1[CH2:20][CH2:21][CH2:22][CH2:23][O:18]1)[C:4]1[CH:9]=[CH:8][C:7]([Br:10])=[CH:6][CH:5]=1)[CH3:2] |f:2.3.4,5.6|. Procedure details: 55.6 g (theoretical molar number: 184.1 mmols) of crude N-ethyl-N-(6-hydroxyhexyl)-4-bromoaniline was dissolved in 247 ml of chloroform. Then 24.6ml (1.5 equivalent) of 3,4-dihydro-2H-pyran and 7.0 g (0.2 equivalent) of pyridinium p-toluenesulfonate monohydrate were added. After displacement with argon, a Dimroth condenser and an argon balloon were attached to carry out reflux with heating for 5 hours. The reaction solution was cooled to room temperature, and a saturated aqueous sodium hydrogenc... The reactants are C(CC)C1=NC2=C(C(NCC2)C(=O)OC)N1CC1=CC=C(C=C1)C1=C(C=CC=C1)C1=NN=NN1 (Methyl 2-n-propyl-3-{2'-(1H-tetrazol-5-yl)-biphenyl-4-yl]methyl-4,5,6,7-tetrahydroimidazo[4,5-c]-pyridine-4-carboxylate), C(C)OC(=O)CC(=O)O (ethoxycarbonylacetic acid). Product: C(CC)C1=NC2=C(C(N(CC2)C(CC(=O)OCC)=O)C(=O)OC)N1CC1=CC=C(C=C1)C1=C(C=CC=C1)C1=NN=NN1 (methyl 2-n-propyl-5-ethoxycarbonylacetyl-3-(2'-(1H-tetrazol-5-yl)biphenyl-4-yl]methyl-4,5,6,7-tetrahydroimidazo[4,5-c]-pyridine-4-carboxylate). Reaction SMILES: [CH2:1]([C:4]1[N:16]([CH2:17][C:18]2[CH:23]=[CH:22][C:21]([C:24]3[CH:29]=[CH:28][CH:27]=[CH:26][C:25]=3[C:30]3[NH:34][N:33]=[N:32][N:31]=3)=[CH:20][CH:19]=2)[C:7]2[CH:8]([C:12]([O:14][CH3:15])=[O:13])[NH:9][CH2:10][CH2:11][C:6]=2[N:5]=1)[CH2:2][CH3:3].[CH2:35]([O:37][C:38]([CH2:40][C:41](O)=[O:42])=[O:39])[CH3:36]>>[CH2:1]([C:4]1[N:16]([CH2:17][C:18]2[CH:23]=[CH:22][C:21]([C:24]3[CH:29]=[CH:28][CH:27]=[CH:26][C:25]=3[C:30]3[NH:34][N:33]=[N:32][N:31]=3)=[CH:20][CH:19]=2)[C:7]2[CH:8]([C:12]([O:14][CH3:15])=[O:13])[N:9]([C:41](=[O:42])[CH2:40][C:38]([O:37][CH2:35][CH3:36])=[O:39])[CH2:10][CH2:11][C:6]=2[N:5]=1)[CH2:2][CH3:3]. Procedure details: Methyl 2-n-propyl-3-{2'-(1H-tetrazol-5-yl)-biphenyl-4-yl]methyl-4,5,6,7-tetrahydroimidazo[4,5-c]-pyridine-4-carboxylate and ethoxycarbonylacetic acid are treated in the same manner as in Example 8-(1) to give methyl 2-n-propyl-5-ethoxycarbonylacetyl-3-(2'-(1H-tetrazol-5-yl)biphenyl-4-yl]methyl-4,5,6,7-tetrahydroimidazo[4,5-c]-pyridine-4-carboxylate. Starting materials: C1(=CC=CC2=CC=CC=C12)CCCC(=O)O (4-Naphthalen-1-yl-butyric acid), S(=O)(Cl)Cl (thionyl chloride). Reagents/catalysts: CN(C=O)C (dimethylformamide). Run in C1(=CC=CC=C1)C (toluene). Reaction conditions: temperature 70 celsius. The product is C1(=CC=CC2=CC=CC=C12)CCCC(=O)Cl (4-naphthalen-1-yl-butyryl chloride). As a reaction SMILES: [C:1]1([CH2:11][CH2:12][CH2:13][C:14]([OH:16])=O)[C:10]2[C:5](=[CH:6][CH:7]=[CH:8][CH:9]=2)[CH:4]=[CH:3][CH:2]=1.S(Cl)([Cl:19])=O>C1(C)C=CC=CC=1.CN(C)C=O>[C:1]1([CH2:11][CH2:12][CH2:13][C:14]([Cl:19])=[O:16])[C:10]2[C:5](=[CH:6][CH:7]=[CH:8][CH:9]=2)[CH:4]=[CH:3][CH:2]=1. Procedure details: 0.37 g of 4-Naphthalen-1-yl-butyric acid was dissolved in 5.0 ml of toluene, and 0.35 ml of thionyl chloride and 1 drop of dimethylformamide were added, followed by heating at 70° C. for 30 minutes. The reaction solution was cooled to room temperature and concentrated under reduced pressure to give a crude 4-naphthalen-1-yl-butyryl chloride. To the resulting crude 4-naphthalen-1-yl-butyryl chloride was added 2.3 ml of a toluene solution of 0.40 g of 1-[2-(4-fluorophenyl)-2-(4-methylpiperazino)et...